Dataset: the Open Reaction Database (ORD), a public repository of structured organic reaction records. Task: describe an organic reaction: reactants, conditions, products, and yield Reactants: [BH4-], C1CCOC1, CO, Cl, [Li+], COC(=O)c1ccc(S(N)(=O)=O)cc1. Yields the product NS(=O)(=O)c1ccc(CO)cc1. RXN SMILES: [BH4-:17].[CH2:20]1[O:21][CH2:22][CH2:23][CH2:24]1.[CH3:15][OH:16].[ClH:19].[Li+:18].[NH2:1][S:2](=[O:3])(=[O:4])[c:5]1[cH:6][cH:7][c:8]([C:9](=[O:10])[O:11][CH3:12])[cH:13][cH:14]1>>[NH2:1][S:2](=[O:3])(=[O:4])[c:5]1[cH:6][cH:7][c:8]([CH2:9][OH:10])[cH:13][cH:14]1. Reactants: CC(=O)O, CC1(C2CCC3(O)C4CC=C5CC(O)CCC5(C)C4CC(O)C23C)OCCO1. The product is CCC1CCC2(O)C3CC=C4CC(O)CCC4(C)C3CC(O)C12C. RXN SMILES: [CH3:29][C:30](=[O:31])[OH:32].[OH:1][CH:2]1[CH2:3][C:4]2=[CH:5][CH2:6][CH:7]3[C:8]4([OH:28])[CH2:9][CH2:10][CH:11]([C:12]5([CH3:13])[O:14][CH2:15][CH2:16][O:17]5)[C:18]4([CH3:27])[CH:19]([OH:26])[CH2:20][CH:21]3[C:22]2([CH3:25])[CH2:23][CH2:24]1>>[OH:1][CH:2]1[CH2:3][C:4]2=[CH:5][CH2:6][CH:7]3[C:8]4([OH:28])[CH2:9][CH2:10][CH:11]([CH2:12][CH3:13])[C:18]4([CH3:27])[CH:19]([OH:26])[CH2:20][CH:21]3[C:22]2([CH3:25])[CH2:23][CH2:24]1. Starting materials: N1=C(C)C=CC2=CC=CC=C12 (quinaldine), N1=C(C)C=CC2=CC=CC=C12 (quinaldine), C(C1=CC=CC=C1)(=O)O (benzoic acid), C(C1=CC=CC=C1)(=O)O (benzoic acid), ( 5 ), [OH-].[Na+] (sodium hydroxide), [OH-].[K+] (potassium hydroxide), raw materials, C(C1=CC=CC=C1)(=O)O (benzoic acid), N1=C(C)C=CC2=CC=CC=C12 (quinaldine), N1=C(C)C=CC2=CC=CC=C12 (quinaldine), C1(C=2C(C(=O)O1)=CC=CC2)=O (phthalic anhydride), C(C1=CC=CC=C1)(=O)O (benzoic acid), C1(C=2C(C(=O)O1)=CC=CC2)=O (phthalic anhydride). Solvent: O (water), O (water). Reaction conditions: temperature 165 celsius, time 5.5 hour. The product is C1=CC=C2C(=C1)C=CC(=N2)C3C(=O)C4=CC=CC=C4C3=O (quinophthalone), ( 4 ). Reaction SMILES: C(O)(=O)C1C=CC=CC=1.[C:10]1(=[O:20])[O:15][C:13](=O)[C:12]2=[CH:16][CH:17]=[CH:18][CH:19]=[C:11]12.[N:21]1[C:31]2[C:26](=[CH:27][CH:28]=[CH:29][CH:30]=2)[CH:25]=[CH:24][C:22]=1[CH3:23].[OH-].[Na+].[OH-].[K+]>O>[CH:28]1[CH:27]=[C:26]2[CH:25]=[CH:24][C:22]([CH:23]3[C:10](=[O:20])[C:11]4[C:12](=[CH:16][CH:17]=[CH:18][CH:19]=4)[C:13]3=[O:15])=[N:21][C:31]2=[CH:30][CH:29]=1 |f:3.4,5.6|. Procedure details: For example, the benzoic acid and the phthalic anhydride of the formula (5) are heated and molten at a temperature of at least 130° C. and then the quinaldine is added. In this reaction, the quinaldine and the phthalic anhydride are generally used in a molar ratio of from 1:1 to 1:5. Further, the quinaldine and the benzoic acid are generally used in a molar ratio of from 1:2 to 1:20. The molar ratio between the quinaldine and the benzoic acid can be increased or decreased according to the stirri...